This data is from the Open Reaction Database (ORD), a public repository of structured organic reaction records. The task is: describe an organic reaction: reactants, conditions, products, and yield Reactants: N([C@@H](CCSC)C(=O)O)C(=O)OCC1C2=CC=CC=C2C2=CC=CC=C12 (Fmoc-Met-OH), ON1C(=O)CCC1=O (HOSu), C1CCC(CC1)N=C=NC2CCCCC2 (DCC), C1CCC(CC1)NC2CCCCC2 (DCHA). The solvent is C1CCOC1 (THF), C(C)(=O)OCC (ethyl acetate). Conditions: time 8 hour. Yields the product N([C@@H](CCSC)C(=O)ON1C(=O)CCC1=O)C(=O)OCC1C2=CC=CC=C2C2=CC=CC=C12 (Fmoc-Met-OSu). RXN SMILES: [NH:1]([C:10]([O:12][CH2:13][CH:14]1[C:26]2[C:21](=[CH:22][CH:23]=[CH:24][CH:25]=2)[C:20]2[C:15]1=[CH:16][CH:17]=[CH:18][CH:19]=2)=[O:11])[C@H:2]([C:7]([OH:9])=[O:8])[CH2:3][CH2:4][S:5][CH3:6].O[N:28]1[C:33](=[O:34])[CH2:32][CH2:31][C:29]1=[O:30].C1CCC(N=C=NC2CCCCC2)CC1.C1CCC(NC2CCCCC2)CC1>C1COCC1.C(OCC)(=O)C>[NH:1]([C:10]([O:12][CH2:13][CH:14]1[C:15]2[C:20](=[CH:19][CH:18]=[CH:17][CH:16]=2)[C:21]2[C:26]1=[CH:25][CH:24]=[CH:23][CH:22]=2)=[O:11])[C@H:2]([C:7]([O:9][N:28]1[C:33](=[O:34])[CH2:32][CH2:31][C:29]1=[O:30])=[O:8])[CH2:3][CH2:4][S:5][CH3:6]. Reported procedure: Fmoc-Met-OSu was prepared in situ by the reaction of Fmoc-Met-OH (14.87 g), HOSu (5.52 g) and DCC (8.26 g) in THF (tetrahydrofuran, 200 ml) at 0° C. for 3.5 hours. Precipitated dicyclohexylurea (DCU) was removed by filtration and the THF filtrate was added to a cold solution of H-Asp(OtBu)-OH in 220 ml of 10:1 water/THF to which had been added 40 ml of 1N sodium hydroxide. After stirring the reaction mixture at room temperature overnight, solid citric acid (20 g) was added along with ethyl aceta... Reactants: Cc1cc(C(=O)O)cc(Cl)n1, NCc1ccc(F)cc1F. The reagents and catalysts are CCN=C=NCCCN(C)C.Cl (EDC-HCl), CN1CCOCC1 (NMM), C1CC(=O)N(C1=O)O (N-Hydroxysuccinimide). The solvent is CN(C)C=O (DMF), CN(C)C=O (DMF), CN(C)C=O (DMF), CN(C)C=O (DMF), CN(C)C=O (DMF), CN(C)C=O (DMF). Reaction conditions: temperature 25 celsius, time 2 hour. The product is Cc1cc(C(=O)NCc2ccc(F)cc2F)cc(Cl)n1. Yield: 53.3%. RXN SMILES: NCc1ccc(F)cc1F.Cc1cc(C(=O)O)cc(Cl)n1.CCN=C=NCCCN(C)C.Cl.C1CC(=O)N(C1=O)O.CN1CCOCC1.CN(C)C=O>>Cc1cc(C(=O)NCc2ccc(F)cc2F)cc(Cl)n1. Starting materials: BrCC(=O)C1=CC=CC=C1 (α-Bromoacetophenone), FC([O-])(F)F.CN(C)[S+](N(C)C)N(C)C (Tris(dimethylamino)sulfonium Trifluoromethoxide), ice water. Run in C(C)#N (acetonitrile). Reaction conditions: time 3 day. Yields the product FC(OCC(=O)C1=CC=CC=C1)(F)F (α-trifluoromethoxyacetophenone). RXN SMILES: Br[CH2:2][C:3]([C:5]1[CH:10]=[CH:9][CH:8]=[CH:7][CH:6]=1)=[O:4].[F:11][C:12]([F:15])([F:14])[O-:13].CN([S+](N(C)C)N(C)C)C>C(#N)C>[F:11][C:12]([F:15])([F:14])[O:13][CH2:2][C:3]([C:5]1[CH:10]=[CH:9][CH:8]=[CH:7][CH:6]=1)=[O:4] |f:1.2|. Reported procedure: α-Bromoacetophenone, 13.61 g (0.068 mol), was added dropwise at 25° to a solution of 0.076 mol of tris(dimethylamino)sulfonium trifluoromethoxide (prepared as in Example 1) in 75 mL of acetonitrile. The reaction mixture was stirred for 3 days and then poured into ice-water. The aqueous mixture was extracted with ether, and the ether extracts were washed with water, dried (MgSO4), and distilled to give α-trifluoromethoxyacetophenone as a colorless liquid: bp 64°-65° (0.8 mm); 1H NMR (CDCl3) δ5.15... Starting materials: 2-[(pyridinyl)methyl]thio-substituted benzimidazoles, [OH-].[Na+] (NaOH), [O-]Cl.[Na+] (NaOCl), [OH-].[Na+] (NaOH), N1=CNC2=C1C=CC=C2 (benzimidazole), FC(OC1=CC2=C(NC(=N2)SCC2=NC=CC(=C2OC)OC)C=C1)F (5-(difluoromethoxy)-2-[[(3,4-dimethoxy-2-pyridinyl) methyl]thio]-1H-benzimidazole), [O-]Cl.[Na+] (NaOCl), S(=O)(=O)([O-])S(=O)[O-].[Na+].[Na+] (sodium metabisulfite), 2-[(pyridinyl)methyl]sulfinyl-substituted benzimidazoles, N1=CNC2=C1C=CC=C2 (benzimidazole), N1=CNC2=C1C=CC=C2 (benzimidazole). The solvent is O (water), O (water), O1CCCC1 (tetrahydrofuran), C(C)#N (acetonitrile), C(C)O (ethanol), CO (methanol), C(C)(C)O (i-propanol). Run at time 1 hour. Yields the product Compounds IV, COC=1C=CN=C(C1OC)C[S+](C=2NC=3C=CC(=CC3N2)OC(F)F)[O-] (pantoprazole). As a reaction SMILES: [F:1][CH:2]([F:25])[O:3][C:4]1[CH:24]=[CH:23][C:7]2[NH:8][C:9]([S:11][CH2:12][C:13]3[C:18]([O:19][CH3:20])=[C:17]([O:21][CH3:22])[CH:16]=[CH:15][N:14]=3)=[N:10][C:6]=2[CH:5]=1.N1C2C=CC=CC=2NC=1.[O-]Cl.[Na+].[OH-].[Na+].S(S([O-])=O)([O-])(=O)=[O:41].[Na+].[Na+]>O1CCCC1.C(#N)C.O.C(O)(C)C.C(O)C.CO>[CH3:22][O:21][C:17]1[CH:16]=[CH:15][N:14]=[C:13]([CH2:12][S+:11]([O-:41])[C:9]2[NH:8][C:7]3[CH:23]=[CH:24][C:4]([O:3][CH:2]([F:1])[F:25])=[CH:5][C:6]=3[N:10]=2)[C:18]=1[O:19][CH3:20] |f:2.3,4.5,6.7.8|. Procedure details: Chlorinated pantoprazole derivatives IV and V can be produced by reaction of 5-(difluoromethoxy)-2-[[(3,4-dimethoxy-2-pyridinyl) methyl]thio]-1H-benzimidazole with NaOH and about 3 to about 5 molar equivalents of NaOCl under conditions especially developed to produce these derivatives. Those conditions include admixing 5-(difluoromethoxy)-2-[[(3,4-dimethoxy-2-pyridinyl) methyl]thio]-1H-benzimidazole compound VI with a quantity of NaOCl of about 3 to about 5, preferably about 1.5 to about 2.5 mol...